This data is from the Open Reaction Database (ORD), a public repository of structured organic reaction records. The task is: describe an organic reaction: reactants, conditions, products, and yield Starting materials: CN1C(=NOC1=O)OCC1=CC=CC=C1 (4-methyl-3-(phenylmethoxy)-1,2,4-oxadiazol-5(4H)-one), FC1=CC=C(C=C1)N(C(=O)Cl)C(C)C ((4-fluorophenyl)(1-methylethyl)carbamic chloride), N,N′-dimethylaminopyridine. Run in C(C)#N (acetonitrile). Product: FC1=CC=C(C=C1)N(C(=O)N1OC(N(C1=O)C)=O)C(C)C (N-(4-Fluorophenyl)-4-methyl-N-(1-methylethyl)-3,5-dioxo-1,2,4-oxadiazolidine-2-carboxamide). Isolated yield 76.4%. RXN SMILES: [CH3:1][N:2]1[C:6](=[O:7])[O:5][N:4]=[C:3]1[O:8]CC1C=CC=CC=1.[F:16][C:17]1[CH:22]=[CH:21][C:20]([N:23]([CH:27]([CH3:29])[CH3:28])[C:24](Cl)=[O:25])=[CH:19][CH:18]=1>C(#N)C>[F:16][C:17]1[CH:18]=[CH:19][C:20]([N:23]([CH:27]([CH3:29])[CH3:28])[C:24]([N:4]2[C:3](=[O:8])[N:2]([CH3:1])[C:6](=[O:7])[O:5]2)=[O:25])=[CH:21][CH:22]=1. Procedure details: A 50 mL round bottom flask equipped with a thermometer, a stirrer and a nitrogen inlet was charged with 4-methyl-3-(phenylmethoxy)-1,2,4-oxadiazol-5(4H)-one (0.55 g, 2.66 mmol), (4-fluorophenyl)(1-methylethyl)carbamic chloride (0.581 g, 2.7 mmol), N,N′-dimethylaminopyridine (0.329 g, 2.7 mmol) and acetonitrile (10 mL). The reaction mixture was heated to reflux 2 h, and allowed to cool to room temperature. The entire mixture was flash chromatographed (silica gel, 9: 1, then 8:2 hexane-ethyl aceta...